This data is from the Open Reaction Database (ORD), a public repository of structured organic reaction records. The task is: describe an organic reaction: reactants, conditions, products, and yield Starting materials: CC(=O)C (acetone), CO[C@@H]1[C@@H](C[C@H](O)O[C@H]1C)NC(C(F)(F)F)=O (4-O-methyl-2,3,6-trideoxy-3-trifluoroacetamido-α-L-ribohexopyranose), O (water), [N+](=O)([O-])C1=CC=C(C(=O)Cl)C=C1 (p-nitrobenzoyl chloride). Solvent: N1=CC=CC=C1 (pyridine). Reaction conditions: time 30 minute. Product: CO[C@@H]1[C@@H](CC(OC(C2=CC=C(C=C2)[N+](=O)[O-])=O)O[C@H]1C)NC(C(F)(F)F)=O (4-O-methyl-1-O-p-nitrobenzoyl-2,3,6-trideoxy-3-trifluoroacetamido-L-ribohexopyranose). Yield: 67.9%. As a reaction SMILES: [CH3:1][O:2][C@H:3]1[C@H:9]([CH3:10])[O:8][C@@H:6]([OH:7])[CH2:5][C@H:4]1[NH:11][C:12](=[O:17])[C:13]([F:16])([F:15])[F:14].[N+:18]([C:21]1[CH:29]=[CH:28][C:24]([C:25](Cl)=[O:26])=[CH:23][CH:22]=1)([O-:20])=[O:19].O.CC(C)=O>N1C=CC=CC=1>[CH3:1][O:2][C@H:3]1[C@H:9]([CH3:10])[O:8][CH:6]([O:7][C:25](=[O:26])[C:24]2[CH:23]=[CH:22][C:21]([N+:18]([O-:20])=[O:19])=[CH:29][CH:28]=2)[CH2:5][C@H:4]1[NH:11][C:12](=[O:17])[C:13]([F:16])([F:15])[F:14]. Procedure: A solution of 1.64 g; 6.38 mmol of compound VII in 76 ml of anhydrous pyridine was treated at 0° C. under stirring with 2 g of p-nitrobenzoyl chloride. After 30 minutes at 0° C. and then 20 hours at room temperature, the reaction mixture was poured into iced water and extracted with chloroform; the combined chloroform extracts were washed successively with a 10% potassium bisulphate solution, 10% sodium bicarbonate solution and finally with water, after which it was dried over anhydrous sodium s... As a reaction SMILES: [OH:1][C@@H:2]1[CH2:7][CH2:6][C@H:5]([NH:8][C:9]2[N:14]3[N:15]=[C:16]([NH:18][C:19]4[CH:27]=[C:26]5[C:22]([C:23](=O)[C:24](=[O:29])[N:25]5[CH3:28])=[C:21]([CH3:31])[CH:20]=4)[N:17]=[C:13]3[CH:12]=[CH:11][CH:10]=2)[CH2:4][CH2:3]1.BrC1C=C2C(C(=O)C(=O)N2C)=C(C)C=1.NC1N=C2C=CC=C(N[C@@H]3CC[C@H](O)CC3)N2N=1.C(=O)([O-])[O-].[Cs+].[Cs+].C1(P(C2C=CC=CC=2)C2C3OC4C(=CC=CC=4P(C4C=CC=CC=4)C4C=CC=CC=4)C(C)(C)C=3C=CC=2)C=CC=CC=1>O1CCOCC1.[Pd].[Pd].C(=CC(C=CC1C=CC=CC=1)=O)C1C=CC=CC=1.C(=CC(C=CC1C=CC=CC=1)=O)C1C=CC=CC=1.C(=CC(C=CC1C=CC=CC=1)=O)C1C=CC=CC=1>[OH:1][C@@H:2]1[CH2:7][CH2:6][C@H:5]([NH:8][C:9]2[N:14]3[N:15]=[C:16]([NH:18][C:19]4[CH:27]=[C:26]5[C:22]([CH2:23][C:24](=[O:29])[N:25]5[CH3:28])=[C:21]([CH3:31])[CH:20]=4)[N:17]=[C:13]3[CH:12]=[CH:11][CH:10]=2)[CH2:4][CH2:3]1 |f:3.4.5,8.9.10.11.12|. Starting materials: BrC1=CC(=C2C(C(N(C2=C1)C)=O)=O)C (6-bromo-1,4-dimethylindoline-2,3-dione), NC1=NN2C(C=CC=C2N[C@H]2CC[C@H](CC2)O)=N1 (cis-4-(2-amino-[1,2,4]triazolo[1,5-a]pyridin-5-ylamino)cyclohexanol), C([O-])([O-])=O.[Cs+].[Cs+] (cesium carbonate), C1(=CC=CC=C1)P(C1=CC=CC=2C(C3=CC=CC(=C3OC12)P(C1=CC=CC=C1)C1=CC=CC=C1)(C)C)C1=CC=CC=C1 (4,5-bis(diphenylphosphino)-9,9-dimethylxanthene), O[C@H]1CC[C@H](CC1)NC1=CC=CC=2N1N=C(N2)NC2=CC(=C1C(C(N(C1=C2)C)=O)=O)C (cis-6-(5-(4-Hydroxycyclohexylamino)-[1,2,4]triazolo[1,5-a]pyridin-2-ylamino)-1,4-dimethylindoline-2,3-dione). Reagents/catalysts: [Pd].[Pd].C(C1=CC=CC=C1)=CC(=O)C=CC1=CC=CC=C1.C(C1=CC=CC=C1)=CC(=O)C=CC1=CC=CC=C1.C(C1=CC=CC=C1)=CC(=O)C=CC1=CC=CC=C1 (tris(dibenzylideneacetone) dipalladium(0)). Isolated yield 39.1%. Conditions: temperature 90 celsius, time 17 hour. The solvent is O1CCOCC1 (1,4-dioxane). Procedure details: cis-6-(5-(4-Hydroxycyclohexylamino)-[1,2,4]triazolo[1,5-a]pyridin-2-ylamino)-1,4-dimethylindoline-2,3-dione. A mixture of 6-bromo-1,4-dimethylindoline-2,3-dione (0.34 g, 1.338 mmol), cis-4-(2-amino-[1,2,4]triazolo[1,5-a]pyridin-5-ylamino)cyclohexanol (0.446 g, 1.804 mmol), cesium carbonate (1.308 g, 4.01 mmol), tris(dibenzylideneacetone) dipalladium(0) (0.245 g, 0.268 mmol) and 4,5-bis(diphenylphosphino)-9,9-dimethylxanthene (0.310 g, 0.535 mmol) in 1,4-dioxane (6 mL) was degassed for 2 min and ... Product: O[C@H]1CC[C@H](CC1)NC1=CC=CC=2N1N=C(N2)NC2=CC(=C1CC(N(C1=C2)C)=O)C (cis-6-(5-(4-Hydroxycyclohexylamino)-[1,2,4]triazolo[1,5-a]pyridin-2-ylamino)-1,4-dimethylindolin-2-one). The reactants are COc1ccc(-c2ccc(C(=O)O)cc2)nc1, Cc1c(C2CC2)nc2ccc([N+](=O)[O-])cn12. The product is COc1ccc(-c2ccc(C(=O)Nc3ccc4nc(C5CC5)c(C)n4c3)cc2)nc1. RXN SMILES: [CH3:17][O:18][c:19]1[cH:20][cH:21][c:22](-[c:25]2[cH:26][cH:27][c:28]([C:31](=[O:32])[OH:33])[cH:29][cH:30]2)[n:23][cH:24]1.[CH:1]1([c:4]2[n:5][c:6]3[n:7]([cH:8][c:9]([N+:12]([O-:13])=[O:14])[cH:10][cH:11]3)[c:15]2[CH3:16])[CH2:2][CH2:3]1>>[CH:1]1([c:4]2[n:5][c:6]3[n:7]([cH:8][c:9]([NH:12][C:31]([c:28]4[cH:27][cH:26][c:25](-[c:22]5[cH:21][cH:20][c:19]([O:18][CH3:17])[cH:24][n:23]5)[cH:30][cH:29]4)=[O:32])[cH:10][cH:11]3)[c:15]2[CH3:16])[CH2:2][CH2:3]1. Reactants: COc1ccc(OC(=O)C(C)(C)C)c2ccccc12 (substrate), CC[Si](CC)(CC)B1OC(C)(C)C(C)(C)O1 (effective_coupling_partner). Reagents/catalysts: PCy3. Conditions: temperature 50 celsius, time 8.5 hour. The product is CC[Si](CC)(CC)c1ccc(OC)c2ccccc12. The reactants are ClC=1OC(=C(N1)C1=CC=C(C=C1)Cl)CCC(=O)O (3-[2-chloro-4-(4-chlorophenyl)-5-oxazolyl]propionic acid), CN1CCNCC1 (1-methylpiperazine). Run in C(C)(C)O (isopropyl alcohol). The product is ClC1=CC=C(C=C1)C=1N=C(OC1CCC(=O)O)N1CCN(CC1)C (3-[4-(4-chlorophenyl)-2-(4-methyl-1-piperazinyl)-5-oxazolyl]propionic acid). The yield is 78.4%. Reaction SMILES: Cl[C:2]1[O:3][C:4]([CH2:14][CH2:15][C:16]([OH:18])=[O:17])=[C:5]([C:7]2[CH:12]=[CH:11][C:10]([Cl:13])=[CH:9][CH:8]=2)[N:6]=1.[CH3:19][N:20]1[CH2:25][CH2:24][NH:23][CH2:22][CH2:21]1>C(O)(C)C>[Cl:13][C:10]1[CH:11]=[CH:12][C:7]([C:5]2[N:6]=[C:2]([N:23]3[CH2:24][CH2:25][N:20]([CH3:19])[CH2:21][CH2:22]3)[O:3][C:4]=2[CH2:14][CH2:15][C:16]([OH:18])=[O:17])=[CH:8][CH:9]=1. Procedure details: A mixed solution of 3-[2-chloro-4-(4-chlorophenyl)-5-oxazolyl]propionic acid (1.43 g), 1-methylpiperazine (2.5 g) and isopropyl alcohol (20 mL) was heated under reflux for 10 hrs. The reaction mixture was concentrated, diluted with water, and acidified with 2N aqueous hydrochloric acid solution. The precipitated crystals were collected by filtration and recrystallized from ethanol to give 3-[4-(4-chlorophenyl)-2-(4-methyl-1-piperazinyl)-5-oxazolyl]propionic acid (1.37 g, yield 70%) as colorless ... The reactants are [Li]CCCC (BuLi), N(C(C)C)C(C)C (iPr2NH), [NH4+].[Cl-] (NH4Cl), ice, C1(CCC1)C(=O)OCC (ethyl 1-cyclobutanecarboxylate), BrCCCCCl (1-bromo-4-chlorobutane). Solvent: C1CCOC1 (THF), C1CCOC1 (THF), C1CCOC1 (THF). Run at time 0.5 hour. The product is ClCCCCC1(CCC1)C(=O)OCC (ethyl 1-(4-chlorobutyl)-1-cyclobutanecarboxylate). The yield is 85.3%. As a reaction SMILES: [Li]CCCC.N(C(C)C)C(C)C.[CH:13]1([C:17]([O:19][CH2:20][CH3:21])=[O:18])[CH2:16][CH2:15][CH2:14]1.Br[CH2:23][CH2:24][CH2:25][CH2:26][Cl:27].[NH4+].[Cl-]>C1COCC1>[Cl:27][CH2:26][CH2:25][CH2:24][CH2:23][C:13]1([C:17]([O:19][CH2:20][CH3:21])=[O:18])[CH2:16][CH2:15][CH2:14]1 |f:4.5|. Procedure details: Under an N2 atmosphere at ˜7° C., BuLi (2.5M in hexanes, 52.8 mL, 132 mmol) was added drop wise to a solution of iPr2NH (18.52 mL, 132 mmol, distilled from NaOH) in dry THF (70 mL) in 10 min. The reaction mixture was allowed to warm to rt, stirred for 0.5 h, cooled to −60° C. and then, ethyl 1-cyclobutanecarboxylate (prepared according to Török, B.; Molnár, Á., J. Chem. Soc. Perkin Trans. 1, 1993, 7, 801-804, 14.05 g, 110 mmol) in dry THF (30 mL) was added dropwise in 20 min. The resulting mixtu...